Dataset: the Open Reaction Database (ORD), a public repository of structured organic reaction records. Task: describe an organic reaction: reactants, conditions, products, and yield RXN SMILES: [C:22](#[N:23])[c:24]1[cH:25][cH:26][c:27]([B:30]([OH:31])[OH:32])[cH:28][cH:29]1.[C:45]([O-:46])(=[O:47])[CH3:48].[C:50]([O-:51])(=[O:52])[CH3:53].[CH3:39][N:40]([CH3:41])[CH:42]=[O:43].[Cu+2:49].[NH2:1][c:2]1[c:3]([C:4]#[N:5])[cH:6][c:7](-[c:15]2[cH:16][nH:17][c:18](=[O:21])[cH:19][cH:20]2)[c:8](-[c:10]2[o:11][cH:12][cH:13][cH:14]2)[n:9]1.[OH2:44].[OH2:54].[cH:33]1[cH:34][cH:35][n:36][cH:37][cH:38]1>>[NH2:1][c:2]1[c:3]([C:4]#[N:5])[cH:6][c:7](-[c:15]2[cH:16][n:17](-[c:27]3[cH:26][cH:25][c:24]([C:22]#[N:23])[cH:29][cH:28]3)[c:18](=[O:21])[cH:19][cH:20]2)[c:8](-[c:10]2[o:11][cH:12][cH:13][cH:14]2)[n:9]1. The product is N#Cc1ccc(-n2cc(-c3cc(C#N)c(N)nc3-c3ccco3)ccc2=O)cc1. Reactants: N#Cc1ccc(B(O)O)cc1, CC(=O)[O-], CC(=O)[O-], CN(C)C=O, [Cu+2], N#Cc1cc(-c2ccc(=O)[nH]c2)c(-c2ccco2)nc1N, O, O, c1ccncc1. Starting materials: BrC=1C=C(C(=C(CO[Si](C(C)C)(C(C)C)C(C)C)C1)OC)OC ((5-bromo-2,3-dimethoxybenzyloxy)triisopropylsilane), C(CCC)[Li] (n-butyllithium), C(C)(=O)OCC (ethyl acetate), Cl (hydrochloric acid). The solvent is C1CCOC1 (THF). Conditions: time 15 minute. The product is COC=1C=C(C=O)C=C(C1OC)CO[Si](C(C)C)(C(C)C)C(C)C (3,4-dimethoxy-5-triisopropylsilanyloxymethylbenzaldehyde). Reaction SMILES: Br[C:2]1[CH:3]=[C:4]([O:22][CH3:23])[C:5]([O:20][CH3:21])=[C:6]([CH:19]=1)[CH2:7][O:8][Si:9]([CH:16]([CH3:18])[CH3:17])([CH:13]([CH3:15])[CH3:14])[CH:10]([CH3:12])[CH3:11].C([Li])CCC.Cl.[C:30](OCC)(=[O:32])C>C1COCC1>[CH3:23][O:22][C:4]1[CH:3]=[C:2]([CH:19]=[C:6]([CH2:7][O:8][Si:9]([CH:16]([CH3:18])[CH3:17])([CH:13]([CH3:15])[CH3:14])[CH:10]([CH3:12])[CH3:11])[C:5]=1[O:20][CH3:21])[CH:30]=[O:32]. Procedure details: To a solution of the 3.616 g of (5-bromo-2,3-dimethoxybenzyloxy)triisopropylsilane in 60 ml of THF there was added dropwise 3.6 ml of n-butyllithium (2.66 M, hexane solution) at −78° C. under a nitrogen atmosphere. After stirring for 15 minutes, 2 ml of N-follnylmorpholine was added and the mixture was stirred at room temperature for 20 minutes. Next, 1N hydrochloric acid was added to the reaction mixture and extraction was performed with ethyl acetate. The organic layer was dried over anhydrous... The reactants are 6-amino, SC=1SC2=C(N1)C=CC=C2 (2-Mercaptobenzothiazole), SC=1SC2=C(N1)C=CC=C2 (2-mercaptobenzothiazole), [N+](=O)([O-])C1=CC2=C(N=C(S2)S(=O)(=O)N)C=C1 (6-nitro-2-benzothiazolesulfonamide), 2,2'-bis-benzothiazole disulfide. Solvent: S(O)(O)(=O)=O (sulfuric acid). The product is NC1=CC2=C(N=C(S2)S(=O)(=O)N)C=C1 (6-amino-2-benzothiazolesulfonamide), [N+](=O)([O-])C1=CC2=C(N=C(S2)S)C=C1 (6-nitro-2-mercaptobenzothiazole). Yield: 90.0%. RXN SMILES: [SH:1][C:2]1[S:3][C:4]2[CH:10]=[CH:9][CH:8]=[CH:7][C:5]=2[N:6]=1.[N+:11]([C:14]1[CH:26]=[CH:25][C:17]2[N:18]=[C:19]([S:21]([NH2:24])(=[O:23])=[O:22])[S:20][C:16]=2[CH:15]=1)([O-:13])=[O:12]>S(=O)(=O)(O)O>[NH2:11][C:14]1[CH:26]=[CH:25][C:17]2[N:18]=[C:19]([S:21]([NH2:24])(=[O:23])=[O:22])[S:20][C:16]=2[CH:15]=1.[N+:11]([C:9]1[CH:8]=[CH:7][C:5]2[N:6]=[C:2]([SH:1])[S:3][C:4]=2[CH:10]=1)([O-:13])=[O:12]. Procedure details: The title compound is prepared by first converting 2-mercaptobenzothiazole to 6-nitro-2-benzothiazolesulfonamide and then reducing to the 6-amino analog. 2-Mercaptobenzothiazole was converted to 2,2'-bis-benzothiazole disulfide in 90% yield: m.p. 175-177° C. Nitration in concentrated sulfuric acid gave 6-nitro-2-mercaptobenzothiazole in 59%. m.p. 255-258° C. The sulfenamide was formed by reaction with aqueous sodium hydroxide and sodium hypochlorite and oxidized in the next step without further ... Reactants: CN1CCOCC1, CCc1[nH]c(C(=O)O)nc1Cl, CCOC(=O)c1ccc2nc(N3CC(N)C3)sc2c1, On1nnc2ccccc21. The product is CCOC(=O)c1ccc2nc(N3CC(NC(=O)c4nc(Cl)c(CC)[nH]4)C3)sc2c1. Reaction SMILES: [CH3:41][N:42]1[CH2:43][CH2:44][O:45][CH2:46][CH2:47]1.[Cl:20][c:21]1[n:22][c:23]([C:28](=[O:29])[OH:30])[nH:24][c:25]1[CH2:26][CH3:27].[NH2:1][CH:2]1[CH2:3][N:4]([c:6]2[s:7][c:8]3[c:9]([n:10]2)[cH:11][cH:12][c:13]([C:15](=[O:16])[O:17][CH2:18][CH3:19])[cH:14]3)[CH2:5]1.[OH:31][n:32]1[c:33]2[cH:34][cH:35][cH:36][cH:37][c:38]2[n:39][n:40]1>>[NH:1]([CH:2]1[CH2:3][N:4]([c:6]2[s:7][c:8]3[c:9]([n:10]2)[cH:11][cH:12][c:13]([C:15](=[O:16])[O:17][CH2:18][CH3:19])[cH:14]3)[CH2:5]1)[C:28]([c:23]1[n:22][c:21]([Cl:20])[c:25]([CH2:26][CH3:27])[nH:24]1)=[O:29]. Starting materials: C(C)OC(=O)CSC1=CC=C(C(=O)O)C=C1 (4-ethoxycarbonylmethylsulfanylbenzoic acid), C(C)(C)(C)OC(NCCNC)=O ((2-methylamino-ethyl)carbamic acid tert-butyl ester). Yields the product C(C)(C)(C)OC(=O)NCCN(C(=O)C1=CC=C(C=C1)SCC(=O)O)C ({4-[(2-Tert-butoxycarbonylaminoethyl)methylcarbamoyl]phenylthio}acetic acid). Reaction SMILES: C([O:3][C:4]([CH2:6][S:7][C:8]1[CH:16]=[CH:15][C:11]([C:12]([OH:14])=O)=[CH:10][CH:9]=1)=[O:5])C.[C:17]([O:21][C:22](=[O:28])[NH:23][CH2:24][CH2:25][NH:26][CH3:27])([CH3:20])([CH3:19])[CH3:18]>>[C:17]([O:21][C:22]([NH:23][CH2:24][CH2:25][N:26]([CH3:27])[C:12]([C:11]1[CH:10]=[CH:9][C:8]([S:7][CH2:6][C:4]([OH:3])=[O:5])=[CH:16][CH:15]=1)=[O:14])=[O:28])([CH3:20])([CH3:19])[CH3:18]. Reported procedure: {4-[(2-Tert-butoxycarbonylaminoethyl)methylcarbamoyl]phenylthio}acetic acid was prepared in analogy to the procedure described in example 80 using 4-ethoxycarbonylmethylsulfanylbenzoic acid and commercially available (2-methylamino-ethyl)carbamic acid tert-butyl ester. The reactants are O (water), NC1=C(C=CC=C1)NCC1=CC=CC=C1 ([N-(2-Aminophenyl)]-benzylamine), ClC(Cl)(OC(OC(Cl)(Cl)Cl)=O)Cl (triphosgene). Run in ClCCl (dichloromethane), ClCCl (dichloromethane). Yields the product C1=CC=C(C=C1)CN2C3=CC=CC=C3NC2=O (1-Benzyl-3-hydrobenzimidazol-2-one). Isolated yield 81.0%. Reaction SMILES: [NH2:1][C:2]1[CH:7]=[CH:6][CH:5]=[CH:4][C:3]=1[NH:8][CH2:9][C:10]1[CH:15]=[CH:14][CH:13]=[CH:12][CH:11]=1.Cl[C:17](Cl)([O:19]C(=O)OC(Cl)(Cl)Cl)Cl.O>ClCCl>[CH:13]1[CH:12]=[CH:11][C:10]([CH2:9][N:8]2[C:17](=[O:19])[NH:1][C:2]3[C:3]2=[CH:4][CH:5]=[CH:6][CH:7]=3)=[CH:15][CH:14]=1. Procedure: [N-(2-Aminophenyl)]-benzylamine (15.1 mmol, 3.0 g) in dichloromethane (80 ml) is charged with triphosgene (5.3 mmol, 1.57 g) in dichloromethane (40 ml) and is stirred at room temperature over the weekend. The suspension is poured into water (100 g) and is extracted with dichloromethane (2×50 ml). The organic layer is a suspension The colorless solid is filtered off, is dried in vacuo and is recrystallized from ethyl acetate to give the title product (81%)(R1=H, R2=benzyl, n=0). Starting materials: OP(=O)(O)O (H3PO4), Fe PO4, NaH2PO4H2O, C(=O)([O-])[O-].[Ca+2] (CaCO3). Reaction conditions: temperature 200 celsius, time 2 hour. Yields the product [O-]P(=O)=O.[O-]P(=O)=O.[Ca+2] (calcium metaphosphate). Reaction SMILES: [OH:1][P:2](O)([OH:4])=[O:3].C([O-])([O-])=O.[Ca+2:10]>>[O-:4][P:2](=[O:3])=[O:1].[O-:4][P:2](=[O:3])=[O:1].[Ca+2:10] |f:1.2,3.4.5|. Procedure: Representative acicular crystalline calcium metaphosphate fibers were prepared from a composition consisting of 1473.7 parts of 86.13% H3PO4, 128.4 parts of NaH2PO4H2O, 450.0 parts CaCO3, 9.6 parts Fe PO4 and about 500 parts distilled water providing a mole percent ratio of 58.3% P2O5, 37.6% CaO, 3.9% Na2O and 0.3% Fe2O3. The ingredients were thoroughly mixed and the composition was dried at a temperature of about 200° C. Then the composition was placed in a shallow high-temperature ceramic dish... The reactants are C(C)O (ethanol), COC=1C=C2C(=CC=NC2=CC1OC)OC1=C(C=C(N)C=C1)F (4-[(6,7-Dimethoxy-4-quinolyl)oxy]-3-fluoroaniline), ClC1=C(C=CC=C1)C(=O)N=C=S (2-chloro-1-benzenecarbonyl isothiocyanate). Solvent: C1(=CC=CC=C1)C (toluene). Reaction conditions: time 2 hour. The product is ClC1=C(C(=O)NC(=S)NC2=CC(=C(C=C2)OC2=CC=NC3=CC(=C(C=C23)OC)OC)F)C=CC=C1 (N-(2-Chlorobenzoyl)-N′-{4-[(6,7-dimethoxy-4-quinolyl)oxy]-3-fluorophenyl}thiourea). Isolated yield 75.0%. Reaction SMILES: [CH3:1][O:2][C:3]1[CH:4]=[C:5]2[C:10](=[CH:11][C:12]=1[O:13][CH3:14])[N:9]=[CH:8][CH:7]=[C:6]2[O:15][C:16]1[CH:22]=[CH:21][C:19]([NH2:20])=[CH:18][C:17]=1[F:23].C(O)C.[Cl:27][C:28]1[CH:33]=[CH:32][CH:31]=[CH:30][C:29]=1[C:34]([N:36]=[C:37]=[S:38])=[O:35]>C1(C)C=CC=CC=1>[Cl:27][C:28]1[CH:33]=[CH:32][CH:31]=[CH:30][C:29]=1[C:34]([NH:36][C:37]([NH:20][C:19]1[CH:21]=[CH:22][C:16]([O:15][C:6]2[C:5]3[C:10](=[CH:11][C:12]([O:13][CH3:14])=[C:3]([O:2][CH3:1])[CH:4]=3)[N:9]=[CH:8][CH:7]=2)=[C:17]([F:23])[CH:18]=1)=[S:38])=[O:35]. Procedure details: 4-[(6,7-Dimethoxy-4-quinolyl)oxy]-3-fluoroaniline (50 mg) was dissolved in toluene (5 ml) and ethanol (1 ml) to prepare a solution. Commercially available 2-chloro-1-benzenecarbonyl isothiocyanate (50 μl) was then added to the solution, and the mixture was stirred at room temperature for 2 hr. The reaction solution was concentrated, and the residue was purified by chromatography on silica gel using chloroform/acetone for development to give the title compound (61 mg, yield 75%). Reactants: Cl.ClC1=CC=C2C(=CC=NC2=C1)NC1=CC=C(C=C1)S(=O)(=O)Cl (4-(7-Chloro-4-quinolinylamino)benzenesulphonyl chloride hydrochloride), C([O-])([O-])=O.[Na+].[Na+] (sodium carbonate), NCC1N(CCC1)CCC (2-aminomethyl-1-propylpyrrolidine). The solvent is C(Cl)(Cl)Cl.O (chloroform water). Yields the product ClC1=CC=C2C(=CC=NC2=C1)NC1=CC=C(C=C1)S(=O)(=O)NCC1N(CCC1)CCC (4-(7-Chloro-4-quinolinylamino)-N-[(1-propyl-2-pyrrolidinyl) methyl]benzenesulphonamide). The yield is 28.0%. Reaction SMILES: Cl.[Cl:2][C:3]1[CH:12]=[C:11]2[C:6]([C:7]([NH:13][C:14]3[CH:19]=[CH:18][C:17]([S:20](Cl)(=[O:22])=[O:21])=[CH:16][CH:15]=3)=[CH:8][CH:9]=[N:10]2)=[CH:5][CH:4]=1.C(=O)([O-])[O-].[Na+].[Na+].[NH2:30][CH2:31][CH:32]1[CH2:36][CH2:35][CH2:34][N:33]1[CH2:37][CH2:38][CH3:39]>C(Cl)(Cl)Cl.O>[Cl:2][C:3]1[CH:12]=[C:11]2[C:6]([C:7]([NH:13][C:14]3[CH:19]=[CH:18][C:17]([S:20]([NH:30][CH2:31][CH:32]4[CH2:36][CH2:35][CH2:34][N:33]4[CH2:37][CH2:38][CH3:39])(=[O:22])=[O:21])=[CH:16][CH:15]=3)=[CH:8][CH:9]=[N:10]2)=[CH:5][CH:4]=1 |f:0.1,2.3.4,6.7|. Reported procedure: 4-(7-Chloro-4-quinolinylamino)benzenesulphonyl chloride hydrochloride (5.4 g, 0.014 mol) was added portionwise to a well-stirred two phase mixture of chloroform/water (140 ml/140 ml) containing sodium carbonate (14.8 g) and 2-aminomethyl-1-propylpyrrolidine (2.0 g, 0.014 mol) at about 10° C. The mixture was allowed to warm to room temperature, then stirred for 11/2 hours. The chloroform layer was separated, dried (MgSO4) and evaporated under reduced pressure to give a gum. The gum was crystallis...